Dataset: the Open Reaction Database (ORD), a public repository of structured organic reaction records. Task: describe an organic reaction: reactants, conditions, products, and yield Reactants: ClC1=NC(=C(C(=N1)NC1CCCCC1)C)C (2-chloro-N-cyclohexyl-5,6-dimethylpyrimidin-4-amine), FC1=CC=C(N)C=C1 (4-fluoroaniline), ClC1=NC(=C(C(=N1)Cl)CC)C (2,4-dichloro-5-ethyl-6-methylpyrimidine), ClC1=NC(=C(C(=N1)Cl)C)C (2,4-dichloro-5,6-dimethylpyrimidine). The product is ClC1=NC(=C(C(=N1)NC1=CC=C(C=C1)F)CC)C (2-chloro-5-ethyl-N-(4-fluorophenyl)-6-methylpyrimidin-4-amine). RXN SMILES: ClC1N=C(NC2CCCCC2)C(C)=C(C)N=1.[Cl:17][C:18]1[N:23]=[C:22](Cl)[C:21]([CH2:25][CH3:26])=[C:20]([CH3:27])[N:19]=1.ClC1N=C(Cl)C(C)=C(C)N=1.[F:38][C:39]1[CH:45]=[CH:44][C:42]([NH2:43])=[CH:41][CH:40]=1>>[Cl:17][C:18]1[N:23]=[C:22]([NH:43][C:42]2[CH:44]=[CH:45][C:39]([F:38])=[CH:40][CH:41]=2)[C:21]([CH2:25][CH3:26])=[C:20]([CH3:27])[N:19]=1. Reported procedure: The titled compound was synthesized according to the procedure described for preparation of 2-chloro-N-cyclohexyl-5,6-dimethylpyrimidin-4-amine (Example 1, Step D) using 2,4-dichloro-5-ethyl-6-methylpyrimidine instead 2,4-dichloro-5,6-dimethylpyrimidine and 4-fluoroaniline instead of cyclohexylamine. The titled compound was obtained as a white solid. MS (ESI) m/z 266.7, 268.7 (M+1)+. The reactants are CN1C2CCC1CC(C2)OS(=O)(=O)C (Tropine-3-mesylate), C(C)OC(=S)[S-].[Na+] (sodium ethylxanthate), C1(=CC=CC=C1)C (toluene). Solvent: O (Water). Run at temperature 30 celsius. Product: CN1[C@@H]2CC[C@H]1CC(C2)SC(=O)S (tropine-3-xanthate). Reaction SMILES: [CH3:1][N:2]1[CH:6]2[CH2:7][CH:8](OS(C)(=O)=O)[CH2:9][CH:3]1[CH2:4][CH2:5]2.C([O:17][C:18]([S-:20])=[S:19])C.[Na+].C1(C)C=CC=CC=1>O>[CH3:1][N:2]1[C@@H:3]2[CH2:9][CH:8]([S:19][C:18]([SH:20])=[O:17])[CH2:7][C@H:6]1[CH2:5][CH2:4]2 |f:1.2|. Procedure details: Tropine-3-mesylate (25 g, 0.114 mol) and sodium ethylxanthate (19.7 g, 0.137 mol) were added to stirred toluene (0.075 L) under nitrogen. The stirred mixture was maintained at 30° C. for 6 h. Water (0.05 L) was added and after 15 min stirring the phases were separated. The toluene phase, containing the title compound, was used directly in the preparation of tropine-3-thiol as in Step 4b.